From a dataset of the Open Reaction Database (ORD), a public repository of structured organic reaction records. describe an organic reaction: reactants, conditions, products, and yield Reactants: [Br-], C1CCOC1, C[Mg+], COc1ccc(CN(Cc2ccc(OC)cc2)c2nc(C)nc(-c3cc(C=O)cnc3Nc3ccc(OC)nc3)n2)cc1, [Cl-], [NH4+], O. Product: COc1ccc(CN(Cc2ccc(OC)cc2)c2nc(C)nc(-c3cc(C(C)O)cnc3Nc3ccc(OC)nc3)n2)cc1. RXN SMILES: [Br-:1].[CH2:50]1[O:51][CH2:52][CH2:53][CH2:54]1.[CH3:2][Mg+:3].[CH3:4][O:5][c:6]1[cH:7][cH:8][c:9]([CH2:10][N:11]([c:12]2[n:13][c:14](-[c:19]3[c:20]([NH:27][c:28]4[cH:29][n:30][c:31]([O:34][CH3:35])[cH:32][cH:33]4)[n:21][cH:22][c:23]([CH:24]=[O:25])[cH:26]3)[n:15][c:16]([CH3:18])[n:17]2)[CH2:36][c:37]2[cH:38][cH:39][c:40]([O:43][CH3:44])[cH:41][cH:42]2)[cH:45][cH:46]1.[Cl-:47].[NH4+:48].[OH2:49]>>[CH3:2][CH:24]([c:23]1[cH:22][n:21][c:20]([NH:27][c:28]2[cH:29][n:30][c:31]([O:34][CH3:35])[cH:32][cH:33]2)[c:19](-[c:14]2[n:13][c:12]([N:11]([CH2:10][c:9]3[cH:8][cH:7][c:6]([O:5][CH3:4])[cH:46][cH:45]3)[CH2:36][c:37]3[cH:38][cH:39][c:40]([O:43][CH3:44])[cH:41][cH:42]3)[n:17][c:16]([CH3:18])[n:15]2)[cH:26]1)[OH:25]. Yields the product CCCSC1(C2(C=Cc3ccc(Cl)cc3Cl)CO2)CC1. As a reaction SMILES: [C:32]([OH:33])([CH3:34])([CH3:35])[CH3:36].[CH2:11]([CH2:12][CH3:13])[S:14][C:15]1([C:18](=[O:19])[CH:20]=[CH:21][c:22]2[c:23]([Cl:29])[cH:24][c:25]([Cl:28])[cH:26][cH:27]2)[CH2:16][CH2:17]1.[CH3:1][S:2][CH3:3].[CH3:4][O:5][S:6](=[O:7])(=[O:8])[O:9][CH3:10].[K+:31].[OH-:30]>>[O:9]1[CH2:10][C:18]1([C:15]1([S:14][CH2:11][CH2:12][CH3:13])[CH2:16][CH2:17]1)[CH:20]=[CH:21][c:22]1[c:23]([Cl:29])[cH:24][c:25]([Cl:28])[cH:26][cH:27]1. Reactants: CC(C)(C)O, CCCSC1(C(=O)C=Cc2ccc(Cl)cc2Cl)CC1, CSC, COS(=O)(=O)OC, [K+], [OH-]. Starting materials: FC1=CC=C(C=C1)C1=CC(=CC=C1)N (4′-fluorobiphenyl-3-amine), ClC1=CC(=C(C=C1)NC(CSCC(=O)O)=O)C(=O)OC ([(2-([4-chloro-2-(methoxycarbonyl)phenyl]amino)-2-oxoethyl)sulfanyl]acetic acid). The product is ClC=1C=CC(=C(C(=O)O)C1)NC(CSCC(=O)NC=1C=C(C=CC1)C1=CC=C(C=C1)F)=O (5-chloro-2-([((2-[(4′-fluorobiphenyl-3-yl)amino]-2-oxoethyl)sulfanyl)acetyl]amino)benzoic acid). As a reaction SMILES: [F:1][C:2]1[CH:7]=[CH:6][C:5]([C:8]2[CH:13]=[CH:12][CH:11]=[C:10]([NH2:14])[CH:9]=2)=[CH:4][CH:3]=1.[Cl:15][C:16]1[CH:21]=[CH:20][C:19]([NH:22][C:23](=[O:30])[CH2:24][S:25][CH2:26][C:27](O)=[O:28])=[C:18]([C:31]([O:33]C)=[O:32])[CH:17]=1>>[Cl:15][C:16]1[CH:21]=[CH:20][C:19]([NH:22][C:23](=[O:30])[CH2:24][S:25][CH2:26][C:27]([NH:14][C:10]2[CH:9]=[C:8]([C:5]3[CH:4]=[CH:3][C:2]([F:1])=[CH:7][CH:6]=3)[CH:13]=[CH:12][CH:11]=2)=[O:28])=[C:18]([CH:17]=1)[C:31]([OH:33])=[O:32]. Procedure details: Using the same method as in Example 1-(ii), 4′-fluorobiphenyl-3-amine was reacted with the [(2-([4-chloro-2-(methoxycarbonyl)phenyl]amino)-2-oxoethyl)sulfanyl]acetic acid to give 5-chloro-2-([((2-[(4′-fluorobiphenyl-3-yl)amino]-2-oxoethyl)sulfanyl)acetyl]amino)benzoic acid.methyl ester (yield: 78%). As a reaction SMILES: [NH2:1][C:2]1[C:7]([C:8]([NH2:10])=[O:9])=[C:6]([F:11])[C:5]([F:12])=[CH:4][CH:3]=1.[Cl:13][C:14]1[N:15]=[C:16](Cl)[C:17]2[CH:22]=[CH:21][N:20]([S:23]([C:26]3[CH:31]=[CH:30][C:29]([CH3:32])=[CH:28][CH:27]=3)(=[O:25])=[O:24])[C:18]=2[N:19]=1.FC(F)(F)C(O)=O>C(O)C(F)(F)F>[Cl:13][C:14]1[N:15]=[C:16]([NH:1][C:2]2[C:7]([C:8]([NH2:10])=[O:9])=[C:6]([F:11])[C:5]([F:12])=[CH:4][CH:3]=2)[C:17]2[CH:22]=[CH:21][N:20]([S:23]([C:26]3[CH:31]=[CH:30][C:29]([CH3:32])=[CH:28][CH:27]=3)(=[O:24])=[O:25])[C:18]=2[N:19]=1. Procedure details: To a pressure flask is added 6-amino-2,3-difluorobenzamide (0.700 g, 4.07 mmol), 2,4-dichloro-7-[(4-methylphenyl)sulfonyl]-7H-pyrrolo[2,3-d]pyrimidine (1.4 g, 4.07 mmol), trifluoroethanol (30 mL) and trifluoracetic acid (1.6 mL, 20.4 mmol). The resulting clear solution was stirred overnight. The next morning all precipitates were collected to afford analytically pure 6-({2-chloro-7-[(4-methylphenyl)sulfonyl]-7H-pyrrolo[2,3-d]pyrimidin-4-yl}amino)-2,3-difluorobenzamide as a white solid (1.07 g, 5... Yields the product ClC=1N=C(C2=C(N1)N(C=C2)S(=O)(=O)C2=CC=C(C=C2)C)NC2=CC=C(C(=C2C(=O)N)F)F (6-({2-chloro-7-[(4-methylphenyl)sulfonyl]-7H-pyrrolo[2,3-d]pyrimidin-4-yl}amino)-2,3-difluorobenzamide). The solvent is C(C(F)(F)F)O (trifluoroethanol). Reaction conditions: time 8 hour. Starting materials: NC1=CC=C(C(=C1C(=O)N)F)F (6-amino-2,3-difluorobenzamide), ClC=1N=C(C2=C(N1)N(C=C2)S(=O)(=O)C2=CC=C(C=C2)C)Cl (2,4-dichloro-7-[(4-methylphenyl)sulfonyl]-7H-pyrrolo[2,3-d]pyrimidine), FC(C(=O)O)(F)F (trifluoracetic acid). The yield is 55.0%. The reactants are residue, C(C(=O)O)(=O)O (oxalic acid), [OH-].[Na+] (sodium hydroxide), COC=1C=C(/C=C/C2=NC3=C(N2C2=NC=CC=C2)C=CC=C3)C=CC1 ((E)-2-(3-methoxystyryl)-1-(2-pyridyl)-1H-benzimidazole), aqueous solution, Br (hydrogen bromide). Run in C(C)(=O)OCC (ethyl acetate), C(C)(=O)O (acetic acid). The product is C(C(=O)O)(=O)O.OC=1C=C(/C=C/C2=NC3=C(N2C2=NC=CC=C2)C=CC=C3)C=CC1 ((E)-2-(3 -Hydroxystyryl)-1-(2-pyridyl)-1H-benzimidazole oxalate). Reaction SMILES: C[O:2][C:3]1[CH:4]=[C:5]([CH:23]=[CH:24][CH:25]=1)/[CH:6]=[CH:7]/[C:8]1[N:12]([C:13]2[CH:18]=[CH:17][CH:16]=[CH:15][N:14]=2)[C:11]2[CH:19]=[CH:20][CH:21]=[CH:22][C:10]=2[N:9]=1.Br.[OH-].[Na+].[C:29]([OH:34])(=[O:33])[C:30]([OH:32])=[O:31]>C(OCC)(=O)C.C(O)(=O)C>[C:29]([OH:34])(=[O:33])[C:30]([OH:32])=[O:31].[OH:2][C:3]1[CH:4]=[C:5]([CH:23]=[CH:24][CH:25]=1)/[CH:6]=[CH:7]/[C:8]1[N:12]([C:13]2[CH:18]=[CH:17][CH:16]=[CH:15][N:14]=2)[C:11]2[CH:19]=[CH:20][CH:21]=[CH:22][C:10]=2[N:9]=1 |f:2.3,7.8|. Reported procedure: According to the literature procedure (Kawasaki, I.; Matsuda, K.; Kaneko, T. Bull. Chem. Soc. Jpn. 1971, 44, 1986.), a solution of (E)-2-(3-methoxystyryl)-1-(2-pyridyl)-1H-benzimidazole (76 mg, 0.23 mmol), glacial acetic acid (10 ml) and 48% aqueous solution of hydrogen bromide (5 ml) was heated under reflux condition for 4 h. The resulting solution was neutralized by sodium hydroxide pellet and this mixture was extracted with dichloromethane (3×15 ml). Combined organic layer was dried (magnesiu... Reactants: COC1=C(C(=C(C=C1)[N+](=O)[O-])[N+](=O)[O-])C (1-methoxy-2-methyl-3,4-dinitrobenzene), [N-]=[N+]=[N-].[Na+] (NaN3), ice water. Solvent: CS(=O)C (DMSO). Conditions: time 72 hour. Product: N(=[N+]=[N-])C1=C(C=CC(=C1C)OC)[N+](=O)[O-] (2-azido-4-methoxy-3-methyl-1-nitrobenzene). As a reaction SMILES: [CH3:1][O:2][C:3]1[CH:8]=[CH:7][C:6]([N+:9]([O-:11])=[O:10])=[C:5]([N+:12]([O-])=O)[C:4]=1[CH3:15].[N-:16]=[N+:17]=[N-].[Na+]>CS(C)=O>[N:12]([C:5]1[C:4]([CH3:15])=[C:3]([O:2][CH3:1])[CH:8]=[CH:7][C:6]=1[N+:9]([O-:11])=[O:10])=[N+:16]=[N-:17] |f:1.2|. Procedure details: To a solution of 1-methoxy-2-methyl-3,4-dinitrobenzene (3.4 g, 16 mmol) in 60 mL of DMSO was added NaN3 (2.1 g, 32 mmol) at one portion and the reaction was stirred for 72 hours at room temperature. Then the reaction was poured into 500 mL of ice water, and then was extracted with DCM (100 mL×3). The combined organic layers were washed with water, dried and concentrated to about 100 mL of solvent. Then 100 mL of toluene was added and the residual DCM was removed under reduced pressure, the tolue... Starting materials: Cc1cc(O)cc(O)c1, [Cl-], [NH4+], [NH4+], [OH-], O. Yields the product Cc1cc(N)cc(O)c1. As a reaction SMILES: [CH3:1][c:2]1[cH:3][c:4]([OH:5])[cH:6][c:7]([OH:8])[cH:9]1.[Cl-:10].[NH4+:11].[NH4+:12].[OH-:13].[OH2:14]>>[CH3:1][c:2]1[cH:3][c:4]([OH:5])[cH:6][c:7]([NH2:11])[cH:9]1.